Dataset: the Open Reaction Database (ORD), a public repository of structured organic reaction records. Task: describe an organic reaction: reactants, conditions, products, and yield Starting materials: CSc1nccc(Cl)n1, O=[N+]([O-])c1ccc(O)cc1Cl, [H-], [Na+], CN(C)C=O. Product: CSc1nccc(Oc2ccc([N+](=O)[O-])c(Cl)c2)n1. Reaction SMILES: [Cl:14][c:15]1[n:16][c:17]([S:21][CH3:22])[n:18][cH:19][cH:20]1.[Cl:3][c:4]1[cH:5][c:6]([OH:13])[cH:7][cH:8][c:9]1[N+:10](=[O:11])[O-:12].[H-:1].[Na+:2].[O:23]=[CH:24][N:25]([CH3:26])[CH3:27]>>[Cl:3][c:4]1[cH:5][c:6]([O:13][c:15]2[n:16][c:17]([S:21][CH3:22])[n:18][cH:19][cH:20]2)[cH:7][cH:8][c:9]1[N+:10](=[O:11])[O-:12]. The reactants are OCCNCc1ccccc1, CC[Si](CC)(CC)OC(CI)c1ccc(F)c(NS(C)(=O)=O)c1. Yields the product CC[Si](CC)(CC)OC(CN(CCO)Cc1ccccc1)c1ccc(F)c(NS(C)(=O)=O)c1. As a reaction SMILES: [CH2:24]([c:25]1[cH:26][cH:27][cH:28][cH:29][cH:30]1)[NH:31][CH2:32][CH2:33][OH:34].[F:1][c:2]1[c:3]([NH:19][S:20](=[O:21])(=[O:22])[CH3:23])[cH:4][c:5]([CH:8]([CH2:9][I:10])[O:11][Si:12]([CH2:13][CH3:14])([CH2:15][CH3:16])[CH2:17][CH3:18])[cH:6][cH:7]1>>[F:1][c:2]1[c:3]([NH:19][S:20](=[O:21])(=[O:22])[CH3:23])[cH:4][c:5]([CH:8]([CH2:9][N:31]([CH2:24][c:25]2[cH:26][cH:27][cH:28][cH:29][cH:30]2)[CH2:32][CH2:33][OH:34])[O:11][Si:12]([CH2:13][CH3:14])([CH2:15][CH3:16])[CH2:17][CH3:18])[cH:6][cH:7]1. The reactants are NCc1ccccc1Br, CCOC(OCC)C(=O)[O-], CCN=C=NCCCN(C)C, CCN(C(C)C)C(C)C, [Na+], CN(C)C=O, O, On1nnc2ccccc21. The product is CCOC(OCC)C(=O)NCc1ccccc1Br. Reaction SMILES: [Br:12][c:13]1[c:14]([CH2:15][NH2:16])[cH:17][cH:18][cH:19][cH:20]1.[CH2:21]([CH3:22])[O:23][CH:24]([C:25](=[O:26])[O-:27])[O:28][CH2:29][CH3:30].[CH3:1][N:2]([CH3:3])[CH2:4][CH2:5][CH2:6][N:7]=[C:8]=[N:9][CH2:10][CH3:11].[CH:43]([N:44]([CH2:45][CH3:46])[CH:47]([CH3:48])[CH3:49])([CH3:50])[CH3:51].[Na+:31].[O:52]=[CH:53][N:54]([CH3:55])[CH3:56].[OH2:32].[OH:33][n:34]1[c:35]2[cH:36][cH:37][cH:38][cH:39][c:40]2[n:41][n:42]1>>[Br:12][c:13]1[c:14]([CH2:15][NH:16][C:25]([CH:24]([O:23][CH2:21][CH3:22])[O:28][CH2:29][CH3:30])=[O:26])[cH:17][cH:18][cH:19][cH:20]1. Reported procedure: To a solution of 8-nitro-1,3,4,6,11,11a-hexahydro-2H-benzo[b]quinolizin-6-one (4.18 g, 17.0 mmol) in anhydrous THF (50 ml) was added 1.0M borane i THF (50 ml). The reaction mixture was heated at reflux for 18 h. After cooling to room temperature, the excess borane was quenched by the addition of methanol and 6M hydrochloric acid (6 ml) and the solution was heated for 2 h. The solvent was removed in vacuo and the residue was taken up in water. The resulting solution was basified with sodium hydro... The product is Cl.[N+](=O)([O-])C1=CC2=C(CC3CCCCN3C2)C=C1 (8-Nitro-1,3,4,6,11,11a-hexahydro-2H-benzo[b]quinolizine Hydrochloride). Yield: 70.0%. Solvent: C1CCOC1 (THF), C1CCOC1 (THF), C(C)O (ethanol), C(C)O (ethanol). Reactants: [N+](=O)([O-])C1=CC2=C(CC3CCCCN3C2=O)C=C1 (8-nitro-1,3,4,6,11,11a-hexahydro-2H-benzo[b]quinolizin-6-one), B (borane), Cl (Hydrochloric acid). RXN SMILES: [N+:1]([C:4]1[CH:18]=[CH:17][C:7]2[CH2:8][CH:9]3[N:14]([C:15](=O)[C:6]=2[CH:5]=1)[CH2:13][CH2:12][CH2:11][CH2:10]3)([O-:3])=[O:2].B.[ClH:20]>C1COCC1.C(O)C>[ClH:20].[N+:1]([C:4]1[CH:18]=[CH:17][C:7]2[CH2:8][CH:9]3[N:14]([CH2:15][C:6]=2[CH:5]=1)[CH2:13][CH2:12][CH2:11][CH2:10]3)([O-:3])=[O:2] |f:5.6|.